Dataset: the Open Reaction Database (ORD), a public repository of structured organic reaction records. Task: describe an organic reaction: reactants, conditions, products, and yield Starting materials: COC(=O)c1cc(Br)n(S(=O)(=O)c2ccc(OC)cc2)c1, CC(C)C[Al+]CC(C)C, Cc1ccccc1, Cl, [H-], C1CCOC1. Product: COc1ccc(S(=O)(=O)n2cc(C=O)cc2Br)cc1. Reaction SMILES: [Br:1][c:2]1[cH:3][c:4]([C:18](=[O:19])[O:20][CH3:21])[cH:5][n:6]1[S:7](=[O:8])(=[O:9])[c:10]1[cH:11][cH:12][c:13]([O:16][CH3:17])[cH:14][cH:15]1.[CH2:23]([Al+:24][CH2:25][CH:26]([CH3:27])[CH3:28])[CH:29]([CH3:30])[CH3:31].[CH3:38][c:39]1[cH:40][cH:41][cH:42][cH:43][cH:44]1.[ClH:32].[H-:22].[O:33]1[CH2:34][CH2:35][CH2:36][CH2:37]1>>[Br:1][c:2]1[cH:3][c:4]([CH:18]=[O:19])[cH:5][n:6]1[S:7](=[O:8])(=[O:9])[c:10]1[cH:11][cH:12][c:13]([O:16][CH3:17])[cH:14][cH:15]1. The reactants are C1CCOC1, COC(=O)c1c(Nc2ccc(I)cc2F)c2cnccc2n1C1CC1, CCN=C=NCCCN(C)C, CO, C=COCCON, CCN(C(C)C)C(C)C, [Na+], [OH-], On1nnc2ccccc21. Yields the product C=COCCONC(=O)c1c(Nc2ccc(I)cc2F)c2cnccc2n1C1CC1. As a reaction SMILES: [CH2:65]1[O:66][CH2:67][CH2:68][CH2:69]1.[CH3:1][O:2][C:3](=[O:4])[c:5]1[c:6]([NH:17][c:18]2[c:19]([F:25])[cH:20][c:21]([I:24])[cH:22][cH:23]2)[c:7]2[cH:8][n:9][cH:10][cH:11][c:12]2[n:13]1[CH:14]1[CH2:15][CH2:16]1.[CH3:28][CH2:29][N:30]=[C:31]=[N:32][CH2:33][CH2:34][CH2:35][N:36]([CH3:37])[CH3:38].[CH3:70][OH:71].[CH:49](=[CH2:50])[O:51][CH2:52][CH2:53][O:54][NH2:55].[CH:56]([N:57]([CH2:58][CH3:59])[CH:60]([CH3:61])[CH3:62])([CH3:63])[CH3:64].[Na+:27].[OH-:26].[OH:39][n:40]1[c:41]2[c:42]([cH:43][cH:44][cH:45][cH:46]2)[n:47][n:48]1>>[C:3](=[O:4])([c:5]1[c:6]([NH:17][c:18]2[c:19]([F:25])[cH:20][c:21]([I:24])[cH:22][cH:23]2)[c:7]2[cH:8][n:9][cH:10][cH:11][c:12]2[n:13]1[CH:14]1[CH2:15][CH2:16]1)[NH:55][O:54][CH2:53][CH2:52][O:51][CH:49]=[CH2:50]. Reaction SMILES: [CH:12]1([CH2:15][O:16][c:17]2[c:18]([C:19](=[O:20])[OH:21])[cH:22][c:23]([S:26](=[O:27])(=[O:28])[CH3:29])[cH:24][cH:25]2)[CH2:13][CH2:14]1.[Cl:1][c:2]1[cH:3][c:4]2[c:9]([cH:10][cH:11]1)[CH2:8][NH:7][CH2:6][CH2:5]2>>[Cl:1][c:2]1[cH:3][c:4]2[c:9]([cH:10][cH:11]1)[CH2:8][N:7]([C:19]([c:18]1[c:17]([O:16][CH2:15][CH:12]3[CH2:13][CH2:14]3)[cH:25][cH:24][c:23]([S:26](=[O:27])(=[O:28])[CH3:29])[cH:22]1)=[O:20])[CH2:6][CH2:5]2. The reactants are CS(=O)(=O)c1ccc(OCC2CC2)c(C(=O)O)c1, Clc1ccc2c(c1)CCNC2. The product is CS(=O)(=O)c1ccc(OCC2CC2)c(C(=O)N2CCc3cc(Cl)ccc3C2)c1. Reactants: C(C=C)C=1C(=C(C=CC1)O)F (allyl-o-fluorophenol). Reagents/catalysts: [Rh] (rhodium). Conditions: time 2 hour. Yields the product C(C=C)C=1C(=C(C=CC1)O)F (allyl-o-fluorophenol), C(=CC)C=1C(=C(C=CC1)O)F (propenyl-o-fluorophenol). Reaction SMILES: [CH2:1]([C:4]1[C:5]([F:11])=[C:6]([OH:10])[CH:7]=[CH:8][CH:9]=1)[CH:2]=[CH2:3]>[Rh]>[CH2:1]([C:4]1[C:5]([F:11])=[C:6]([OH:10])[CH:7]=[CH:8][CH:9]=1)[CH:2]=[CH2:3].[CH:1]([C:4]1[C:5]([F:11])=[C:6]([OH:10])[CH:7]=[CH:8][CH:9]=1)=[CH:2][CH3:3]. Procedure details: Isomerization of the allyl-o-fluorophenol was effected in a manner similar to that set forth in Example I above using a 5% rhodium on charcoal catalyst in place of the palladium on charcoal catalyst. The isomerization was effected at a temperature of about 200° C. for a period of about 2 hours, there being obtained a 79% conversion of the allyl-o-fluorophenol with a 95% selectivity to propenyl-o-fluorophenol. The reactants are CC(=O)CC1=CC=CC=C1 (benzyl methyl ketone), C(C)C1C(CC(C(C(OC(C2CCCCN2C(C(C2(C(CC(C(C(CC(CC(=C1)C)C)OC)O2)OC)C)O)=O)=O)=O)C(=CC2CC(C(CC2)=O)OC)C)C)O[Si](C)(C)C(C)(C)C)=O (17-Ethyl-1-hydroxy-12-[2'-(4"-oxo-3"-methoxycyclohexyl)-1'-methylvinyl]-14-t-butyldimethylsilyloxy-23,25-dimethoxy-13,19, 21,27-tetramethyl-11,28-dioxa-4-azatricyclo[22.3.1.04,9 ]octacos 18-ene-2,3,10,16-tetraone), solution, CC=1C(=C([SiH]([SiH-](C1)(C)C)C)C)C.[Na+] (sodium hexamethyldisilamide). The solvent is C1CCOC1 (THF), O1CCCC1 (tetrahydrofuran), O1CCCC1 (tetrahydrofuran). Conditions: temperature -78 celsius, time 5 minute. The product is C(C)C1C(CC(C(C(OC(C2CCCCN2C(C(C2(C(CC(C(C(CC(CC(=C1)C)C)OC)O2)OC)C)O)=O)=O)=O)C(=CC2CC(C(CC2)(CC(CC2=CC=CC=C2)=O)O)OC)C)C)O[Si](C)(C)C(C)(C)C)=O (17-Ethyl-1-hydroxy-12-[2'-(4"-hydroxy-4"-[3-phenyl-2-oxopropyl]-3"-methoxycyclohexyl)-1'-methylvinyl]-14-tert-butyldimethylsilyloxy-23,25-dimethoxy-13,19,21,27-tetramethyl-11,28-dioxa-4-azatricyclo[22.3.1.04,9 ]octacos-18-ene-2,3,10,16-tetraone). Yield: 45.5%. As a reaction SMILES: CC1C(C)=C(C)[SiH](C)[SiH-](C)(C)C=1.[Na+].[CH3:14][C:15]([CH2:17][C:18]1[CH:23]=[CH:22][CH:21]=[CH:20][CH:19]=1)=[O:16].[CH2:24]([CH:26]1[CH:52]=[C:51]([CH3:53])[CH2:50][CH:49]([CH3:54])[CH2:48][CH:47]([O:55][CH3:56])[CH:46]2[O:57][C:42]([OH:61])([CH:43]([CH3:60])[CH2:44][CH:45]2[O:58][CH3:59])[C:41](=[O:62])[C:40](=[O:63])[N:39]2[CH:34]([CH2:35][CH2:36][CH2:37][CH2:38]2)[C:33](=[O:64])[O:32][CH:31]([C:65]([CH3:76])=[CH:66][CH:67]2[CH2:72][CH2:71][C:70](=[O:73])[CH:69]([O:74][CH3:75])[CH2:68]2)[CH:30]([CH3:77])[CH:29]([O:78][Si:79]([C:82]([CH3:85])([CH3:84])[CH3:83])([CH3:81])[CH3:80])[CH2:28][C:27]1=[O:86])[CH3:25]>O1CCCC1>[CH2:24]([CH:26]1[CH:52]=[C:51]([CH3:53])[CH2:50][CH:49]([CH3:54])[CH2:48][CH:47]([O:55][CH3:56])[CH:46]2[O:57][C:42]([OH:61])([CH:43]([CH3:60])[CH2:44][CH:45]2[O:58][CH3:59])[C:41](=[O:62])[C:40](=[O:63])[N:39]2[CH:34]([CH2:35][CH2:36][CH2:37][CH2:38]2)[C:33](=[O:64])[O:32][CH:31]([C:65]([CH3:76])=[CH:66][CH:67]2[CH2:72][CH2:71][C:70]([OH:73])([CH2:14][C:15](=[O:16])[CH2:17][C:18]3[CH:23]=[CH:22][CH:21]=[CH:20][CH:19]=3)[CH:69]([O:74][CH3:75])[CH2:68]2)[CH:30]([CH3:77])[CH:29]([O:78][Si:79]([C:82]([CH3:83])([CH3:84])[CH3:85])([CH3:81])[CH3:80])[CH2:28][C:27]1=[O:86])[CH3:25] |f:0.1|. Procedure: A solution of 20 mL of a 1.0M solution of sodium hexamethyldisilamide in tetrahydrofuran was cooled to -78° C. in an ice bath under nitrogen. Then a solution of 3.0 g (20 mmole) of benzyl methyl ketone in 10 mL of dry THF was cooled to -78° C. and added dropwise by canula to the first solution. After 5 min., a pre-cooled (-78° C.) solution of 4.5 g (5 mmole) of 17-ethyl-1-hydroxy-12-[2'-(4"-oxo-3"-methoxycyclohexyl)-1'-methylvinyl]-14-t-butyldimethylsilyloxy-23,25-dimethoxy-13,19,21,27-tetrameth... Starting materials: COC(=O)Nc1ccccc1-c1ccc(CBr)cc1, CC(C)(CC(=O)NC1CCc2ccccc2NC1=O)NC(=O)OC(C)(C)C, CN(C)C=O, CCOC(C)=O, [H-], [Na+], O. Product: COC(=O)Nc1ccccc1-c1ccc(CN2C(=O)C(NC(=O)CC(C)(C)NC(=O)OC(C)(C)C)CCc3ccccc32)cc1. RXN SMILES: [Br:30][CH2:31][c:32]1[cH:33][cH:34][c:35](-[c:38]2[c:39]([NH:44][C:45](=[O:46])[O:47][CH3:48])[cH:40][cH:41][cH:42][cH:43]2)[cH:36][cH:37]1.[C:1]([CH3:2])([CH3:3])([CH3:4])[O:5][C:6](=[O:7])[NH:8][C:9]([CH2:10][C:11](=[O:12])[NH:13][CH:14]1[C:15](=[O:25])[NH:16][c:17]2[c:18]([cH:21][cH:22][cH:23][cH:24]2)[CH2:19][CH2:20]1)([CH3:26])[CH3:27].[CH3:50][N:51]([CH3:52])[CH:53]=[O:54].[CH3:55][CH2:56][O:57][C:58](=[O:59])[CH3:60].[H-:28].[Na+:29].[OH2:49]>>[C:1]([CH3:2])([CH3:3])([CH3:4])[O:5][C:6](=[O:7])[NH:8][C:9]([CH2:10][C:11](=[O:12])[NH:13][CH:14]1[C:15](=[O:25])[N:16]([CH2:31][c:32]2[cH:33][cH:34][c:35](-[c:38]3[c:39]([NH:44][C:45](=[O:46])[O:47][CH3:48])[cH:40][cH:41][cH:42][cH:43]3)[cH:36][cH:37]2)[c:17]2[c:18]([cH:21][cH:22][cH:23][cH:24]2)[CH2:19][CH2:20]1)([CH3:26])[CH3:27]. Starting materials: BrCC(=O)C1=CC=CC=C1 (2-bromo-1-phenylethanone), C(=O)[O-].[Na+] (sodium formate). Run in Ethanolic solution. Product: OCC(=O)C1=CC=CC=C1 (2-hydroxy-1-phenylethanone). Reaction SMILES: Br[CH2:2][C:3]([C:5]1[CH:10]=[CH:9][CH:8]=[CH:7][CH:6]=1)=[O:4].C([O-])=[O:12].[Na+]>>[OH:12][CH2:2][C:3]([C:5]1[CH:10]=[CH:9][CH:8]=[CH:7][CH:6]=1)=[O:4] |f:1.2|. Reported procedure: 85% Ethanolic solution (1200 mL) of 2-bromo-1-phenylethanone (99.52 g, 500 mmol) and sodium formate (215.0 g, 3160 mol) was heated to reflux for 5 hours. After the solvent was evaporated in vacuo, water (1000 mL) was added to the residue and extraction with ethyl acetate was conducted. The organic layers were combined and dried over anhydrous sodium sulfate and the solvent was evaporated therefrom in vacuo. Petroleum ether was added to the residual oily product to crystallize whereupon 2-hydroxy...